This data is from the Open Reaction Database (ORD), a public repository of structured organic reaction records. The task is: describe an organic reaction: reactants, conditions, products, and yield The reactants are BrCc1ccccc1, O=C([O-])[O-], [K+], [K+], O=C(O)CN1CCOC1=O, CN(C)C=O. Yields the product O=C(CN1CCOC1=O)OCc1ccccc1. Reaction SMILES: [Br:17][CH2:18][c:19]1[cH:20][cH:21][cH:22][cH:23][cH:24]1.[C:11](=[O:12])([O-:13])[O-:14].[K+:15].[K+:16].[O:1]=[C:2]1[O:3][CH2:4][CH2:5][N:6]1[CH2:7][C:8](=[O:9])[OH:10].[O:25]=[CH:26][N:27]([CH3:28])[CH3:29]>>[O:1]=[C:2]1[O:3][CH2:4][CH2:5][N:6]1[CH2:7][C:8](=[O:9])[O:10][CH2:18][c:19]1[cH:20][cH:21][cH:22][cH:23][cH:24]1.